Dataset: the Open Reaction Database (ORD), a public repository of structured organic reaction records. Task: describe an organic reaction: reactants, conditions, products, and yield Reactants: CC1=NN(C=N1)C2=CC=C(C=C2)N, CN1C[C@H](OC2=C(C1)C=CC(=N2)Cl)C3=CC=CC=C3. The reagents and catalysts are C(=O)([O-])[O-].[Cs+].[Cs+], C1CCC(CC1)P(C2CCCCC2)C3=CC=CC=C3C4=CC=CC=C4, CC(=O)O.CC(=O)O.[Pd]. Run in COCCOC. Run at temperature 100 celsius. Product: CC1=NN(C=N1)C2=CC=C(C=C2)NC3=NC4=C(CN(C[C@H](O4)C5=CC=CC=C5)C)C=C3. The yield is 0.0%. Reported procedure: A solution of (R)-8-chloro-4-methyl-2-phenyl-2,3,4,5-tetrahydropyrido[3,2-f][1,4]oxazepine (5.00 mg, 0.02 mmol) and 4-(3-methyl-1H-1,2,4-triazol-1-yl)aniline (3.17 mg, 0.02 mmol) in DME (.5 mL) was added via a syringe to a capped microwave vial containing PALLADIUM(II) ACETATE (0.409 mg, 1.82 µmol), 2-(DICYCLOHEXYLPHOSPHINO)BIPHENYL (0.638 mg, 1.82 µmol), CESIUM CARBONATE (8.89 mg, 0.03 mmol) and KI (1.511 mg, 9.10 µmol) under an argon atmosphere. The resulting mixture was heated to 100°C in a m... The reactants are [Cl-].C1(=CC=CC=C1)[P+](CSC1=CC=CC=C1)(C1=CC=CC=C1)C1=CC=CC=C1 (Triphenyl[(phenylsulfanyl)methyl]phosphonium chloride), O (Water), C([O-])([O-])=O.[K+].[K+] (potassium carbonate), ClC=1C=C(C=C(C1)Cl)C(C(F)(F)F)=O (1-(3,5-Dichlorophenyl)-2,2,2-trifluoroethanone). The solvent is C1(=CC=CC=C1)C (toluene). Conditions: temperature 5 celsius, time 8 hour. Yields the product C1(=CC=CC=C1)SC=C(C(F)(F)F)C1=CC(=CC(=C1)Cl)Cl (2-(3,5-dichlorophenyl)-3,3,3-trifluoroprop-1-en-1-yl phenyl sulfide). Isolated yield 102.7%. Reaction SMILES: [Cl-].C1([P+](C2C=CC=CC=2)(C2C=CC=CC=2)[CH2:9][S:10][C:11]2[CH:16]=[CH:15][CH:14]=[CH:13][CH:12]=2)C=CC=CC=1.C(=O)([O-])[O-].[K+].[K+].[Cl:35][C:36]1[CH:37]=[C:38]([C:43](=O)[C:44]([F:47])([F:46])[F:45])[CH:39]=[C:40]([Cl:42])[CH:41]=1.O>C1(C)C=CC=CC=1>[C:11]1([S:10][CH:9]=[C:43]([C:38]2[CH:39]=[C:40]([Cl:42])[CH:41]=[C:36]([Cl:35])[CH:37]=2)[C:44]([F:47])([F:46])[F:45])[CH:12]=[CH:13][CH:14]=[CH:15][CH:16]=1 |f:0.1,2.3.4|. Procedure: Triphenyl[(phenylsulfanyl)methyl]phosphonium chloride (50.0 g, 116 mmol) and potassium carbonate (32.2 g, purity 98%, 233 mmol) were suspended in toluene (1 L) under an inert gas atmosphere (argon) and cooled to 5° C. 1-(3,5-Dichlorophenyl)-2,2,2-trifluoroethanone (29.5 g, purity 96%, 116 mmol) and polyethyleneglycole (MW 1500, 8.76 g, 5.82 mmol) were added and the reaction mixture was stirred for five and a half hours at 5° C. and after warming to room temperature stirred for additional two hou...